Dataset: the Open Reaction Database (ORD), a public repository of structured organic reaction records. Task: describe an organic reaction: reactants, conditions, products, and yield Reactants: ClC=1C=C(C(=O)NN)C=CC1O (3-chloro-4-hydroxybenzoic acid hydrazide), BrCCOC1=CC(=C(C=O)C=C1)OC (4-(2-bromoethoxy)-2-methoxybenzaldehyde), C1(=CC=CC=C1)C1NCCCC1 (2-phenylpiperidine). Yields the product COC1=C(C=NNC(C2=CC(=C(C=C2)O)Cl)=O)C=CC(=C1)OCCN1C(CCCC1)C1=CC=CC=C1 (3-Chloro-4-hydroxybenzoic Acid {2-Methoxy-4-[2-(2-phenylpiperidin-1-yl)ethoxy]benzylidene}hydrazide). Reaction SMILES: [Cl:1][C:2]1[CH:3]=[C:4]([CH:9]=[CH:10][C:11]=1[OH:12])[C:5]([NH:7][NH2:8])=[O:6].Br[CH2:14][CH2:15][O:16][C:17]1[CH:24]=[CH:23][C:20]([CH:21]=O)=[C:19]([O:25][CH3:26])[CH:18]=1.[C:27]1([CH:33]2[CH2:38][CH2:37][CH2:36][CH2:35][NH:34]2)[CH:32]=[CH:31][CH:30]=[CH:29][CH:28]=1>>[CH3:26][O:25][C:19]1[CH:18]=[C:17]([O:16][CH2:15][CH2:14][N:34]2[CH2:35][CH2:36][CH2:37][CH2:38][CH:33]2[C:27]2[CH:32]=[CH:31][CH:30]=[CH:29][CH:28]=2)[CH:24]=[CH:23][C:20]=1[CH:21]=[N:8][NH:7][C:5](=[O:6])[C:4]1[CH:9]=[CH:10][C:11]([OH:12])=[C:2]([Cl:1])[CH:3]=1. Procedure details: This compound was prepared analogously to the compound described in the previous example starting from resin bound 3-chloro-4-hydroxybenzoic acid hydrazide (resin—[building block 1]) (2 g, ˜2 mmoles), 4-(2-bromoethoxy)-2-methoxybenzaldehyde ([building block 2]) (0.73 g, 1.5 equivs.), and 2-phenylpiperidine ([building block 3]) (3.0 g, 10 equivs.). After cleavage with 50% trifluoroacetic acid, the residue (1.0 g) was purified by column chromatography on silica gel (28 g) eluting with a mixture of... Reactants: ClC1=CC=C2NC(C(N(C2=C1C#N)O)=O)=O (7-chloro-8-cyano-1-hydroxyquinoxaline-2,3(1H,4H)-dione), C(C1=CC=CC=C1)Br (benzylbromide). Solvent: C(C)O (ethanol), P(=O)([O-])([O-])[O-] (phosphate). Run at time 20 hour. The product is C(C1=CC=CC=C1)ON1C(C(NC2=CC=C(C(=C12)C#N)Cl)=O)=O (1 -Benzyloxy-7-chloro-8-cyanoquinoxaline-2,3(1H, 4H)-dione). The yield is 98.1%. As a reaction SMILES: [Cl:1][C:2]1[C:11]([C:12]#[N:13])=[C:10]2[C:5]([NH:6][C:7](=[O:16])[C:8](=[O:15])[N:9]2[OH:14])=[CH:4][CH:3]=1.[CH2:17](Br)[C:18]1[CH:23]=[CH:22][CH:21]=[CH:20][CH:19]=1>C(O)C.P([O-])([O-])([O-])=O>[CH2:17]([O:14][N:9]1[C:10]2[C:5](=[CH:4][CH:3]=[C:2]([Cl:1])[C:11]=2[C:12]#[N:13])[NH:6][C:7](=[O:16])[C:8]1=[O:15])[C:18]1[CH:23]=[CH:22][CH:21]=[CH:20][CH:19]=1. Reported procedure: To a solution of 2,0 g (~8,4 mmol) 7-chloro-8-cyano-1-hydroxyquinoxaline-2,3(1H,4H)-dione in a mixture of 150 ml ethanol and 175 ml 0,1M phosphate buffer pH 7.4 was added 3.0 g (~17,4 mmol) of benzylbromide. Stirring was continued for 20 h at 24° C. The precipitate was filtered off to give the title compound (2.7 g; 98%), m.p. 227°-229° C. Starting materials: C1(=CC=CC=C1)S(=O)(=O)NC=1C=C(C=NC1)C1=CC=C2N=CC(=NC2=C1)N1CCN(CC1)C(=O)OC(C)(C)C (1,1-dimethylethyl 4-(7-{5-[(phenylsulfonyl)amino]-3-pyridinyl}-2-quinoxalinyl)-1-piperazinecarboxylate), FC(C(=O)O)(F)F (trifluoroacetic acid). Solvent: C(C)#N (acetonitrile). Conditions: time 18 hour. Product: N1(CCNCC1)C=1C=NC2=CC=C(C=C2N1)C=1C=C(C=NC1)NS(=O)(=O)C1=CC=CC=C1 (N-{5-[3-(1-piperazinyl)-6-quinoxalinyl]-3-pyridinyl}benzenesulfonamide). Yield: 62.2%. Reaction SMILES: [C:1]1([S:7]([NH:10][C:11]2[CH:12]=[C:13]([C:17]3[CH:26]=[C:25]4[C:20]([N:21]=[CH:22][C:23]([N:27]5[CH2:32][CH2:31][N:30](C(OC(C)(C)C)=O)[CH2:29][CH2:28]5)=[N:24]4)=[CH:19][CH:18]=3)[CH:14]=[N:15][CH:16]=2)(=[O:9])=[O:8])[CH:6]=[CH:5][CH:4]=[CH:3][CH:2]=1.FC(F)(F)C(O)=O>C(#N)C>[N:27]1([C:23]2[CH:22]=[N:21][C:20]3[C:25]([N:24]=2)=[CH:26][C:17]([C:13]2[CH:12]=[C:11]([NH:10][S:7]([C:1]4[CH:6]=[CH:5][CH:4]=[CH:3][CH:2]=4)(=[O:9])=[O:8])[CH:16]=[N:15][CH:14]=2)=[CH:18][CH:19]=3)[CH2:32][CH2:31][NH:30][CH2:29][CH2:28]1. Procedure: To a solution of 1,1-dimethylethyl 4-(7-{5-[(phenylsulfonyl)amino]-3-pyridinyl}-2-quinoxalinyl)-1-piperazinecarboxylate (1.80 mmol) in acetonitrile (4 ml) was added concentrated trifluoroacetic acid (4 ml). The reaction stirred at ambient temperature for 18 hours and was then concentrated to an orange oil. The residue was neutralized with 10% sodium carbonate solution and purified on silica by column chromatography (15% methanol/ethyl acetate). The desired fractions were combined and concentrate... Reaction SMILES: [C:12]1([CH2:18][CH2:19][CH:20]([C:21](=[O:22])[O:23][CH2:24][CH3:25])[OH:26])=[CH:13][CH2:14][CH2:15][CH2:16][CH2:17]1.[F:1][C:2]([c:3]1[cH:4][cH:5][c:6]([OH:9])[cH:7][cH:8]1)([F:10])[F:11].[O:46]=[C:47]([O:48][CH2:49][CH3:50])[N:51]=[N:52][C:53]([O:54][CH2:55][CH3:56])=[O:57].[O:58]1[CH2:59][CH2:60][CH2:61][CH2:62]1.[c:27]1([P:28]([c:29]2[cH:30][cH:31][cH:32][cH:33][cH:34]2)[c:35]2[cH:36][cH:37][cH:38][cH:39][cH:40]2)[cH:41][cH:42][cH:43][cH:44][cH:45]1>>[F:1][C:2]([c:3]1[cH:4][cH:5][c:6]([O:9][CH:20]([CH2:19][CH2:18][C:12]2=[CH:13][CH2:14][CH2:15][CH2:16][CH2:17]2)[C:21](=[O:22])[O:23][CH2:24][CH3:25])[cH:7][cH:8]1)([F:10])[F:11]. Reactants: CCOC(=O)C(O)CCC1=CCCCC1, Oc1ccc(C(F)(F)F)cc1, CCOC(=O)N=NC(=O)OCC, C1CCOC1, c1ccc(P(c2ccccc2)c2ccccc2)cc1. Yields the product CCOC(=O)C(CCC1=CCCCC1)Oc1ccc(C(F)(F)F)cc1.